Task: describe an organic reaction: reactants, conditions, products, and yield. Dataset: the Open Reaction Database (ORD), a public repository of structured organic reaction records The reactants are C(CC)C1=NC2=C(N1CC=1C=CC(=NC1)C1=C(C=CC=C1)C#N)C=CC=C2 (2-propyl-1-[[2-(2-cyanophenyl)-5-pyridinyl]methyl]-1H-benzimidazole), [N-]=[N+]=[N-].[Na+] (NaN3), C(CCC)[Sn](CCCC)(CCCC)Cl (tri-n-butyltin chloride). Solvent: xylenes. Product: C(CC)C1=NC2=C(N1CC=1C=CC(=NC1)C1=C(C=CC=C1)C1=NN=NN1)C=CC=C2 (2-Propyl-1-[[2-[2-(1H-tetrazol-5-yl)phenyl]-5-pyridinyl]methyl]-1H-benzimidazole). Yield: 51.6%. As a reaction SMILES: [CH2:1]([C:4]1[N:8]([CH2:9][C:10]2[CH:11]=[CH:12][C:13]([C:16]3[CH:21]=[CH:20][CH:19]=[CH:18][C:17]=3[C:22]#[N:23])=[N:14][CH:15]=2)[C:7]2[CH:24]=[CH:25][CH:26]=[CH:27][C:6]=2[N:5]=1)[CH2:2][CH3:3].[N-:28]=[N+:29]=[N-:30].[Na+].C([Sn](Cl)(CCCC)CCCC)CCC>>[CH2:1]([C:4]1[N:8]([CH2:9][C:10]2[CH:11]=[CH:12][C:13]([C:16]3[CH:21]=[CH:20][CH:19]=[CH:18][C:17]=3[C:22]3[NH:30][N:29]=[N:28][N:23]=3)=[N:14][CH:15]=2)[C:7]2[CH:24]=[CH:25][CH:26]=[CH:27][C:6]=2[N:5]=1)[CH2:2][CH3:3] |f:1.2|. Procedure details: A mixture of 2-propyl-1-[[2-(2-cyanophenyl)-5-pyridinyl]methyl]-1H-benzimidazole (0.50 g, 1.42 mmol), NaN3 (0.18 g, 2.84 mmol), and tri-n-butyltin chloride (0.92 g, 2.84 mmol) in xylenes (10 mL) was heated under reflux for 48 h. The reaction mixture was concentrated and 2N HCl was added. The mixture was extracted with ether (discarded) and adjusted to pH 5 with 50% NaOH. The aqueous phase was extracted with CH2Cl2, and the extracts were washed with water, dried, and concentrated. Purification by...